This data is from the Open Reaction Database (ORD), a public repository of structured organic reaction records. The task is: describe an organic reaction: reactants, conditions, products, and yield Starting materials: CCOC(C)=O, COc1cc(CCC2CC(C)(O)CC(=O)O2)ccc1OCc1ccccc1. Product: COc1cc(CCC2CC(C)(O)CC(=O)O2)ccc1O. As a reaction SMILES: [CH3:28][CH2:29][O:30][C:31](=[O:32])[CH3:33].[OH:1][C:2]1([CH3:27])[CH2:3][C:4](=[O:5])[O:6][CH:7]([CH2:9][CH2:10][c:11]2[cH:12][c:13]([O:25][CH3:26])[c:14]([O:17][CH2:18][c:19]3[cH:20][cH:21][cH:22][cH:23][cH:24]3)[cH:15][cH:16]2)[CH2:8]1>>[OH:1][C:2]1([CH3:27])[CH2:3][C:4](=[O:5])[O:6][CH:7]([CH2:9][CH2:10][c:11]2[cH:12][c:13]([O:25][CH3:26])[c:14]([OH:17])[cH:15][cH:16]2)[CH2:8]1. Starting materials: Cc1ccccc1, CC(NC(=O)c1cccc(=O)[nH]1)C(N)(c1ccc(F)cc1)c1ccnc(F)c1. Product: CC1NC(c2cccc(=O)[nH]2)=NC1(c1ccc(F)cc1)c1ccnc(F)c1. Reaction SMILES: [CH3:29][c:30]1[cH:31][cH:32][cH:33][cH:34][cH:35]1.[NH2:1][C:2]([CH:3]([CH3:4])[NH:5][C:6](=[O:7])[c:8]1[nH:9][c:10](=[O:14])[cH:11][cH:12][cH:13]1)([c:15]1[cH:16][c:17]([F:21])[n:18][cH:19][cH:20]1)[c:22]1[cH:23][cH:24][c:25]([F:28])[cH:26][cH:27]1>>[N:1]1=[C:6]([c:8]2[nH:9][c:10](=[O:14])[cH:11][cH:12][cH:13]2)[NH:5][CH:3]([CH3:4])[C:2]1([c:15]1[cH:16][c:17]([F:21])[n:18][cH:19][cH:20]1)[c:22]1[cH:23][cH:24][c:25]([F:28])[cH:26][cH:27]1. The reactants are CSSC (dimethyl disulfide), Cl (HCl), FC=1C=C(C(=O)O)C=CC1C(F)(F)F (3-fluoro-4-trifluoromethylbenzoic acid), C(CCC)[Li] (n-butyllithium). The solvent is O1CCCC1 (THF), O1CCCC1 (tetrahydrofuran). Run at time 3 hour. Yields the product FC=1C(=C(C(=O)O)C=CC1C(F)(F)F)SC (3-fluoro-2-methylthio-4-trifluoromethylbenzoic Acid). Reaction SMILES: [F:1][C:2]1[CH:3]=[C:4]([CH:8]=[CH:9][C:10]=1[C:11]([F:14])([F:13])[F:12])[C:5]([OH:7])=[O:6].C([Li])CCC.[CH3:20][S:21]SC.Cl>O1CCCC1>[F:1][C:2]1[C:3]([S:21][CH3:20])=[C:4]([CH:8]=[CH:9][C:10]=1[C:11]([F:12])([F:13])[F:14])[C:5]([OH:7])=[O:6]. Reported procedure: 25.0 g (120.1 mmol) of 3-fluoro-4-trifluoromethylbenzoic acid were dissolved in 250 ml of dry tetrahydrofuran (THF), and 100.9 ml of n-butyllithium (2.5 M in hexane, 252.3 mmol) were added dropwise at −40° C. The mixture was stirred for 3 h, and a solution of 32.5 ml (360.4 mmol) of dimethyl disulfide in 50 ml of dry THF was then added dropwise. The mixture was stirred for 16 h, during which process, after half an hour, the temperature climbed slowly to RT. For work-up, 2 M HCl was added careful... The reactants are COC(C(CCSC)NC(CN1C(N(C(C1(C1=CC=CC2=CC=CC=C12)C)=O)CCCC=1N=CN(C1)C(C1=CC=CC=C1)(C1=CC=CC=C1)C1=CC=CC=C1)=O)=O)=O (2-(2-{3-[3-(1-triphenylmethyl-imidazol-4-yl)-propyl]-5-methyl-5-naphthalen-1-yl-2,4-dioxo-imidazolidin-1-yl}-acetylamino)-4-methylsulfanyl-butyric acid methyl ester), C(C)(C)[SiH](C(C)C)C(C)C (triisopropylsilane), FC(C(=O)O)(F)F (trifluoroacetic acid). Solvent: C(Cl)Cl (methylene chloride). Run at time 1 hour. Product: COC(C(CCSC)NC(CN1C(N(C(C1(C1=CC=CC2=CC=CC=C12)C)=O)CCCC=1N=CNC1)=O)=O)=O (2-(2-{3-[3-(1H-imidazol-4-yl)-propyl]-5-methyl-5-naphthalen-1-yl-2,4-dioxo-imidazolidin-1-yl}-acetylamino)-4-methylsulfanyl-butyric acid methyl ester). Yield: 94.8%. RXN SMILES: [CH3:1][O:2][C:3](=[O:58])[CH:4]([NH:9][C:10](=[O:57])[CH2:11][N:12]1[C:16]([CH3:27])([C:17]2[C:26]3[C:21](=[CH:22][CH:23]=[CH:24][CH:25]=3)[CH:20]=[CH:19][CH:18]=2)[C:15](=[O:28])[N:14]([CH2:29][CH2:30][CH2:31][C:32]2[N:33]=[CH:34][N:35](C(C3C=CC=CC=3)(C3C=CC=CC=3)C3C=CC=CC=3)[CH:36]=2)[C:13]1=[O:56])[CH2:5][CH2:6][S:7][CH3:8].C([SiH](C(C)C)C(C)C)(C)C.FC(F)(F)C(O)=O>C(Cl)Cl>[CH3:1][O:2][C:3](=[O:58])[CH:4]([NH:9][C:10](=[O:57])[CH2:11][N:12]1[C:16]([CH3:27])([C:17]2[C:26]3[C:21](=[CH:22][CH:23]=[CH:24][CH:25]=3)[CH:20]=[CH:19][CH:18]=2)[C:15](=[O:28])[N:14]([CH2:29][CH2:30][CH2:31][C:32]2[N:33]=[CH:34][NH:35][CH:36]=2)[C:13]1=[O:56])[CH2:5][CH2:6][S:7][CH3:8]. Procedure: 0.11 g(0.13 mmol) of 2-(2-{3-[3-(1-triphenylmethyl-imidazol-4-yl)-propyl]-5-methyl-5-naphthalen-1-yl-2,4-dioxo-imidazolidin-1-yl}-acetylamino)-4-methylsulfanyl-butyric acid methyl ester prepared in Example 1-3) and 0.053 ml(0.26 mmol) of triisopropylsilane were dissolved in 5 ml of methylene chloride. Then, 5 ml of trifluoroacetic acid was added thereto and the resulting solution was stirred for one hour at room temperature. The organic solvent was removed under reduced pressure and saturated po... Reactants: COC(=O)C1=C(C=CC=C1)S(=O)(=O)NC1=C(C2=CC=CC=C2C=C1)C(=O)OC (methyl 2-({[2-(methoxycarbonyl)phenyl]sulfonyl}amino)-1-naphthoate), O (water), Cl (HCl), O.[OH-].[Li+] (lithium hydroxide monohydrate). The solvent is CO (methanol). Run at temperature 60 celsius. Yields the product COC(=O)C1=C(C=CC2=CC=CC=C12)NS(=O)(=O)C1=C(C(=O)O)C=CC=C1 (2-({[1-(methoxycarbonyl)-2-naphthyl]amino}sulfonyl)benzoic acid). RXN SMILES: C[O:2][C:3]([C:5]1[CH:10]=[CH:9][CH:8]=[CH:7][C:6]=1[S:11]([NH:14][C:15]1[CH:24]=[CH:23][C:22]2[C:17](=[CH:18][CH:19]=[CH:20][CH:21]=2)[C:16]=1[C:25]([O:27][CH3:28])=[O:26])(=[O:13])=[O:12])=[O:4].O.O.[OH-].[Li+].Cl>CO>[CH3:28][O:27][C:25]([C:16]1[C:17]2[C:22](=[CH:21][CH:20]=[CH:19][CH:18]=2)[CH:23]=[CH:24][C:15]=1[NH:14][S:11]([C:6]1[CH:7]=[CH:8][CH:9]=[CH:10][C:5]=1[C:3]([OH:4])=[O:2])(=[O:12])=[O:13])=[O:26] |f:2.3.4|. Reported procedure: A solution of Example 149A (0.60 g, 1.50 mmol) in methanol (16 mL) and distilled water (1.8 mL) was treated with lithium hydroxide monohydrate (0.19 g, 4.50 mmol), heated to 60° C. for four days, cooled to room temperature treated with 1N HCl, and extracted with ethyl acetate (2×). The combined extracts were washed with brine, dried (MgSO4), filtered, and concentrated to provide the desired product. MS (ESI(−)) m/e 384 (M−H)−; 1H NMR (300 MHz, DMSO-d6) δ 14.25 (br s, 1H), 9.38 (br s, 1H), 8.06 (... Reactants: C(O)([O-])=O.[Na+] (sodium hydrogen carbonate), NC1=C(C(=O)OC(C)(C)C)C=CC(=C1)CCC1=CC=CC=C1 (tert-butyl 2-amino-4-phenethylbenzoate), C(C(=O)Cl)(=O)Cl (oxalyl chloride), C1(=CC=CC=C1)C1=NNC(=C1)C(=O)O (3-phenyl-1H-pyrazole-5-carboxylic acid). Run in C(C)N(CC)CC (triethylamine), C(Cl)Cl (methylene chloride), CN(C=O)C (N,N-dimethylformamide), C(Cl)Cl (methylene chloride). Reaction conditions: time 1 hour. Yields the product C(CC1=CC=CC=C1)C1=CC(=C(C(=O)OC(C)(C)C)C=C1)NC(=O)C1=CC(=NN1)C1=CC=CC=C1 (tert-butyl 4-phenethyl-2-(3-phenyl-1H-pyrazole-5-carboxamido)benzoate). Reaction SMILES: C(Cl)(=O)C(Cl)=O.[C:7]1([C:13]2[CH:17]=[C:16]([C:18]([OH:20])=O)[NH:15][N:14]=2)[CH:12]=[CH:11][CH:10]=[CH:9][CH:8]=1.[NH2:21][C:22]1[CH:34]=[C:33]([CH2:35][CH2:36][C:37]2[CH:42]=[CH:41][CH:40]=[CH:39][CH:38]=2)[CH:32]=[CH:31][C:23]=1[C:24]([O:26][C:27]([CH3:30])([CH3:29])[CH3:28])=[O:25].C(=O)([O-])O.[Na+]>C(N(CC)CC)C.C(Cl)Cl.CN(C)C=O>[CH2:35]([C:33]1[CH:32]=[CH:31][C:23]([C:24]([O:26][C:27]([CH3:29])([CH3:30])[CH3:28])=[O:25])=[C:22]([NH:21][C:18]([C:16]2[NH:15][N:14]=[C:13]([C:7]3[CH:8]=[CH:9][CH:10]=[CH:11][CH:12]=3)[CH:17]=2)=[O:20])[CH:34]=1)[CH2:36][C:37]1[CH:38]=[CH:39][CH:40]=[CH:41][CH:42]=1 |f:3.4|. Reported procedure: 2.0 mL of methylene chloride, 2.7 μL of N,N-dimethylformamide and 0.061 mL of oxalyl chloride were sequentially added to 0.13 g of 3-phenyl-1H-pyrazole-5-carboxylic acid at room temperature and stirred at the same temperature for 1 hour. The reaction mixture was added to a mixed solution of 3.0 mL of methylene chloride and 0.45 mL of triethylamine containing 60 mg of tert-butyl 2-amino-4-phenethylbenzoate at room temperature was stirred at the same temperature for 1 hour. A saturated sodium hydr... Starting materials: CN1N=C2C3=C(N(CCC2=C1)C(C1=CC=C(C=C1)N)=O)C=CS3 (2,4,5,6-tetrahydro-2-methyl -6-(4-aminobenzoyl)pyrazolo[3,4-d]thieno[3,2-b]azepine), CC1=C(C(=O)Cl)C=CC=C1 (2-methylbenzoyl chloride). Product: CN1N=C2C3=C(N(CCC2=C1)C(=O)C1=CC=C(C=C1)NC(C1=C(C=CC=C1)C)=O)C=CS3 (N-[4-[(4,5-Dihydro-2-methylpyrazolo[3,4-d]thieno[3,2-b]azepin-6 (2H)-yl)carbonyl]phenyl]-2-methylbenzamide). Reaction SMILES: [CH3:1][N:2]1[CH:11]=[C:10]2[C:4]([C:5]3[S:23][CH:22]=[CH:21][C:6]=3[N:7]([C:12](=[O:20])[C:13]3[CH:18]=[CH:17][C:16]([NH2:19])=[CH:15][CH:14]=3)[CH2:8][CH2:9]2)=[N:3]1.[CH3:24][C:25]1[CH:33]=[CH:32][CH:31]=[CH:30][C:26]=1[C:27](Cl)=[O:28]>>[CH3:1][N:2]1[CH:11]=[C:10]2[C:4]([C:5]3[S:23][CH:22]=[CH:21][C:6]=3[N:7]([C:12]([C:13]3[CH:14]=[CH:15][C:16]([NH:19][C:27](=[O:28])[C:26]4[CH:30]=[CH:31][CH:32]=[CH:33][C:25]=4[CH3:24])=[CH:17][CH:18]=3)=[O:20])[CH2:8][CH2:9]2)=[N:3]1. Procedure details: As described for Example 5, 2,4,5,6-tetrahydro-2-methyl -6-(4-aminobenzoyl)pyrazolo[3,4-d]thieno[3,2-b]azepine is reacted with 2-methylbenzoyl chloride to give the product as crystals (from ethyl acetate), m.p. 257°-260° C. The reactants are BrC=1C=C2C(=NC1C)N(C(=N2)O)C (6-bromo-2-hydroxy-methyl-3-methylimidazo[5,4-b]pyridine), N(=NC(=O)N1CCCCC1)C(=O)N1CCCCC1 (1,1'-(azodicarbonyl)di-piperidine), OC1=CC=C(CC2C(N(C(S2)=O)C(C2=CC=CC=C2)(C2=CC=CC=C2)C2=CC=CC=C2)=O)C=C1 (5-(4-hydroxy-benzyl)-3-triphenylmethylthiazolidine-2,4-dione), C(CCC)P(CCCC)CCCC (tributylphosphine). The solvent is C1(=CC=CC=C1)C (toluene). Product: BrC=1C=C2C(=NC1)N(C(=N2)COC2=CC=C(CC1C(N(C(S1)=O)C(C1=CC=CC=C1)(C1=CC=CC=C1)C1=CC=CC=C1)=O)C=C2)C (5-{4-(6-Bromo-3-methylimidazo[5,4-b]pyridin-2-yl-methoxy)benzyl}-3-triphenvlmethyl-thiazolidine-2,4-dione). As a reaction SMILES: [Br:1][C:2]1[CH:3]=[C:4]2[N:11]=[C:10](O)[N:9]([CH3:13])[C:5]2=[N:6][C:7]=1C.[OH:14][C:15]1[CH:47]=[CH:46][C:18]([CH2:19][CH:20]2[S:24][C:23](=[O:25])[N:22]([C:26]([C:39]3[CH:44]=[CH:43][CH:42]=[CH:41][CH:40]=3)([C:33]3[CH:38]=[CH:37][CH:36]=[CH:35][CH:34]=3)[C:27]3[CH:32]=[CH:31][CH:30]=[CH:29][CH:28]=3)[C:21]2=[O:45])=[CH:17][CH:16]=1.[CH2:48](P(CCCC)CCCC)CCC.N(C(N1CCCCC1)=O)=NC(N1CCCCC1)=O>C1(C)C=CC=CC=1>[Br:1][C:2]1[CH:3]=[C:4]2[N:11]=[C:10]([CH2:48][O:14][C:15]3[CH:16]=[CH:17][C:18]([CH2:19][CH:20]4[S:24][C:23](=[O:25])[N:22]([C:26]([C:39]5[CH:40]=[CH:41][CH:42]=[CH:43][CH:44]=5)([C:27]5[CH:32]=[CH:31][CH:30]=[CH:29][CH:28]=5)[C:33]5[CH:38]=[CH:37][CH:36]=[CH:35][CH:34]=5)[C:21]4=[O:45])=[CH:46][CH:47]=3)[N:9]([CH3:13])[C:5]2=[N:6][CH:7]=1. Procedure details: A procedure similar to that described in Preparation 4 was repeated, except that 1.35 g of 6-bromo-2-hydroxy-methyl-3-methylimidazo[5,4-b]pyridine (prepared as described in Preparation 59), 2.60 g of 5-(4-hydroxy-benzyl)-3-triphenylmethylthiazolidine-2,4-dione, 1.39 ml of tributylphosphine, 1.41 g of 1,1'-(azodicarbonyl)di-piperidine and 35 ml of toluene were used, to give the title compound as a crude product. This crude product was purified by column chromatography through silica gel, using a ...